From a dataset of the Open Reaction Database (ORD), a public repository of structured organic reaction records. describe an organic reaction: reactants, conditions, products, and yield The reactants are C1NC(CC2=CC=CC=C12)C(=O)O (3,4-dihydro-1H-isoquinoline-3-carboxylic acid), suitable organic base, ClC(=O)OCC(C)C (isobutyl chloroformate), ClCCl (dichloromethane), NC(C)C1=CC=C(C(=O)OC)C=C1 (methyl 4-(1-aminoethyl)benzoate). Run in C(C)N(CC)CC (triethylamine). Reaction conditions: temperature 0 celsius. Product: C1(=NC=CC2=CC=CC=C12)C(=O)N (isoquinoline amide). RXN SMILES: [CH2:1]1[C:10]2[C:5](=[CH:6][CH:7]=[CH:8][CH:9]=2)[CH2:4][CH:3](C(O)=O)[NH:2]1.ClCCl.ClC([O:20][CH2:21]C(C)C)=O.[NH2:25]C(C1C=CC(C(OC)=O)=CC=1)C>C(N(CC)CC)C>[C:1]1([C:21]([NH2:25])=[O:20])[C:10]2[C:5](=[CH:6][CH:7]=[CH:8][CH:9]=2)[CH:4]=[CH:3][N:2]=1. Reported procedure: In Scheme 1, step A, a protected 3,4-dihydro-1H-isoquinoline-3-carboxylic acid, wherein Pg is a suitable nitrogen protecting group, such as a tert-butoxy carbonyl protecting group (BOC), is coupled with methyl 4-(1-aminoethyl)benzoate under standard conditions to provide the protected isoquinoline amide of structure (1). For example, the protected 3,4-dihydro-1H-isoquinoline-3-carboxylic acid is dissolved in a suitable organic solvent, such as dichloromethane, cooled to about 0° C., and treated ...